Dataset: the Open Reaction Database (ORD), a public repository of structured organic reaction records. Task: describe an organic reaction: reactants, conditions, products, and yield Reactants: [BH4-], CS(C)=O, Cc1cc(C)c(Nc2nc3cc(CCl)cc([N+](=O)[O-])c3s2)c(C)c1, Cl, [Na+], O. Product: Cc1cc(C)c(Nc2nc3cc(C)cc([N+](=O)[O-])c3s2)c(C)c1. RXN SMILES: [BH4-:25].[CH3:28][S:29](=[O:30])[CH3:31].[Cl:1][CH2:2][c:3]1[cH:4][c:5]([N+:22](=[O:23])[O-:24])[c:6]2[c:7]([n:8][c:9]([NH:11][c:12]3[c:13]([CH3:20])[cH:14][c:15]([CH3:19])[cH:16][c:17]3[CH3:18])[s:10]2)[cH:21]1.[ClH:27].[Na+:26].[OH2:32]>>[CH3:2][c:3]1[cH:4][c:5]([N+:22](=[O:23])[O-:24])[c:6]2[c:7]([n:8][c:9]([NH:11][c:12]3[c:13]([CH3:20])[cH:14][c:15]([CH3:19])[cH:16][c:17]3[CH3:18])[s:10]2)[cH:21]1.